Dataset: the Open Reaction Database (ORD), a public repository of structured organic reaction records. Task: describe an organic reaction: reactants, conditions, products, and yield Starting materials: N1(CCNCC1)CCN(C1CCC=2C=CC(=CC2C1)O)CCC (7-[(2-Piperazin-1-yl-ethyl)-propyl-amino]-5,6,7,8-tetrahydro-naphthalen-2-ol), Cl.ClCC1=C2C=CC=NC2=C(C=C1)O (5-chloromethyl-8-quinolinol hydrochloride), Cl.ClCC1=C2C=CC=NC2=C(C=C1)O (5-chloromethyl-8-quinolinol hydrochloride), C(C)(C)N(CC)C(C)C (diisopropylethylamine). The solvent is C(Cl)(Cl)Cl (CHCl3), C(Cl)(Cl)Cl (CHCl3). Conditions: time 24 hour. Yields the product OC1=CC=C2CCC(CC2=C1)N(CCN1CCN(CC1)CC1=C2C=CC=NC2=C(C=C1)O)CCC (5-((4-(2-((7-hydroxy-1,2,3,4-tetrahydronaphthalen-2-yl)(propyl)amino)ethyl)piperazin-1-yl)methyl) quinolin-8-ol). Yield: 57.3%. As a reaction SMILES: Cl.Cl[CH2:3][C:4]1[CH:13]=[CH:12][C:11]([OH:14])=[C:10]2[C:5]=1[CH:6]=[CH:7][CH:8]=[N:9]2.C(N(C(C)C)CC)(C)C.[N:24]1([CH2:30][CH2:31][N:32]([CH2:44][CH2:45][CH3:46])[CH:33]2[CH2:42][C:41]3[CH:40]=[C:39]([OH:43])[CH:38]=[CH:37][C:36]=3[CH2:35][CH2:34]2)[CH2:29][CH2:28][NH:27][CH2:26][CH2:25]1>C(Cl)(Cl)Cl>[OH:43][C:39]1[CH:40]=[C:41]2[C:36]([CH2:35][CH2:34][CH:33]([N:32]([CH2:44][CH2:45][CH3:46])[CH2:31][CH2:30][N:24]3[CH2:25][CH2:26][N:27]([CH2:3][C:4]4[CH:13]=[CH:12][C:11]([OH:14])=[C:10]5[C:5]=4[CH:6]=[CH:7][CH:8]=[N:9]5)[CH2:28][CH2:29]3)[CH2:42]2)=[CH:37][CH:38]=1 |f:0.1|. Procedure details: To a mixture of 5-chloromethyl-8-quinolinol hydrochloride, 11 (0.20 g, 0.86 mmol) and diisopropylethylamine (0.3 mL, 1.73 mmol, 2.2 equiv) in 25 mL CHCl3 at 0° C. was added 9a (0.25 g, 0.78 mmol). The mixture was stirred for 24 h at room temperature. CHCl3 (100 mL) was added and the solution obtained was washed with 10% NaHCO3, brine, and then dried over Na2SO4. The solution was filtered and evaporated to dryness. The residue was made hydrochloride salt and crystallized from ethanol to yield 12a... Reactants: N1(C=NC=C1)C[C@H](C1=CC=CC=C1)OC1=C(C=2CCCC(C2C=C1)=O)CS(=O)(=O)C1=CC=C(C(=O)O)C=C1 (4-{[(2-{[(1S)-2-(1H-imidazol-1-yl)-1-phenylethyl]oxy}-5-oxo-5,6,7,8-tetrahydro-1-naphthalenyl)methyl]sulfonyl}benzoic acid), C[C@H](CN)CC ((S)-2-methylbutylamine). Yields the product N1(C=NC=C1)C[C@H](C1=CC=CC=C1)OC1=C(C=2CCCC(C2C=C1)=O)CS(=O)(=O)C1=CC=C(C(=O)NC[C@H](CC)C)C=C1 (4-{[(2-{[(1S)-2-(1H-Imidazol-1-yl)-1-phenylethyl]oxy}-5-oxo-5,6,7,8-tetrahydro-1-naphthalenyl)methyl]sulfonyl}-N-[(2S)-2-methylbutyl]benzamide). Isolated yield 100.0%. As a reaction SMILES: [N:1]1([CH2:6][C@@H:7]([O:14][C:15]2[CH:24]=[CH:23][C:22]3[C:21](=[O:25])[CH2:20][CH2:19][CH2:18][C:17]=3[C:16]=2[CH2:26][S:27]([C:30]2[CH:38]=[CH:37][C:33]([C:34]([OH:36])=O)=[CH:32][CH:31]=2)(=[O:29])=[O:28])[C:8]2[CH:13]=[CH:12][CH:11]=[CH:10][CH:9]=2)[CH:5]=[CH:4][N:3]=[CH:2]1.[CH3:39][C@@H:40]([CH2:43][CH3:44])[CH2:41][NH2:42]>>[N:1]1([CH2:6][C@@H:7]([O:14][C:15]2[CH:24]=[CH:23][C:22]3[C:21](=[O:25])[CH2:20][CH2:19][CH2:18][C:17]=3[C:16]=2[CH2:26][S:27]([C:30]2[CH:31]=[CH:32][C:33]([C:34]([NH:42][CH2:41][C@@H:40]([CH3:39])[CH2:43][CH3:44])=[O:36])=[CH:37][CH:38]=2)(=[O:29])=[O:28])[C:8]2[CH:13]=[CH:12][CH:11]=[CH:10][CH:9]=2)[CH:5]=[CH:4][N:3]=[CH:2]1. Reported procedure: Using the method in Example 172, 4-{[(2-{[(1S)-2-(1H-imidazol-1-yl)-1-phenylethyl]oxy}-5-oxo-5,6,7,8-tetrahydro-1-naphthalenyl)methyl]sulfonyl}benzoic acid (53 mg, 0.10 mmol, 0.20M in DMF) and (S)-2-methylbutylamine (26 mg, 0.30 mmol, 0.6M in DMF) were combined to give 60 mg of the desired compound: Low resolution mass spectrum (LC-MS, APCI) m/z 600 [M+H]+. Reactants: CC1=CC=C(C(=O)N=C=S)C=C1 (4-methylbenzoyl isothiocyanate), NC1=C(C(=O)N)C=CC=C1 (2-aminobenzamide). Run in CCOCC (ether), CCOCC (ether). Reaction conditions: time 48 hour. The product is NC(=O)C1=C(C=CC=C1)NC(NC(C1=CC=C(C=C1)C)=O)=S (N-[[[2-(Aminocarbonyl)phenyl]amino]thioxomethyl]-4-methylbenzamide). The yield is 98.2%. RXN SMILES: [NH2:1][C:2]1[CH:10]=[CH:9][CH:8]=[CH:7][C:3]=1[C:4]([NH2:6])=[O:5].[CH3:11][C:12]1[CH:22]=[CH:21][C:15]([C:16]([N:18]=[C:19]=[S:20])=[O:17])=[CH:14][CH:13]=1>CCOCC>[NH2:6][C:4]([C:3]1[CH:7]=[CH:8][CH:9]=[CH:10][C:2]=1[NH:1][C:19](=[S:20])[NH:18][C:16](=[O:17])[C:15]1[CH:21]=[CH:22][C:12]([CH3:11])=[CH:13][CH:14]=1)=[O:5]. Reported procedure: To a stirred mixture of 5.4 g of 2-aminobenzamide and 200 ml of ether was added dropwise, a solution of 7.5 g of 4-methylbenzoyl isothiocyanate in 100 ml of ether over 30 minutes. After 48 hours, the solid was collected, giving 12.2 g of the desired product as grey crystals, mp 208°-210° C. (dec.). Starting materials: C1CCOC1, COC(=O)CCBr, CSc1nccc(-c2cc[nH]c2)n1, [H-], [Na+]. Product: COC(=O)CCn1ccc(-c2ccnc(SC)n2)c1. Reaction SMILES: [CH2:23]1[O:24][CH2:25][CH2:26][CH2:27]1.[CH3:16][O:17][C:18]([CH2:19][CH2:20][Br:21])=[O:22].[CH3:1][S:2][c:3]1[n:4][cH:5][cH:6][c:7](-[c:9]2[cH:10][nH:11][cH:12][cH:13]2)[n:8]1.[H-:14].[Na+:15]>>[CH3:1][S:2][c:3]1[n:4][cH:5][cH:6][c:7](-[c:9]2[cH:10][n:11]([CH2:20][CH2:19][C:18]([O:17][CH3:16])=[O:22])[cH:12][cH:13]2)[n:8]1. Reaction SMILES: [F:1][C:2]1[CH:7]=[CH:6][C:5]([CH2:8][C:9]([OH:11])=O)=[C:4]([C:12]([F:15])([F:14])[F:13])[CH:3]=1.C(Cl)(=O)C(Cl)=O.[NH2:22][C:23](=[N:29]O)[C:24]([O:26][CH2:27][CH3:28])=[O:25].C(N(CC)C(C)C)(C)C>ClCCl.N1C=CC=CC=1.CN(C=O)C>[F:1][C:2]1[CH:7]=[CH:6][C:5]([CH2:8][C:9]2[O:11][N:29]=[C:23]([C:24]([O:26][CH2:27][CH3:28])=[O:25])[N:22]=2)=[C:4]([C:12]([F:15])([F:14])[F:13])[CH:3]=1. The yield is 10.5%. Starting materials: FC1=CC(=C(C=C1)CC(=O)O)C(F)(F)F (2-(4-fluoro-2-(trifluoromethyl)phenyl)acetic acid), C(C)(C)N(C(C)C)CC (N,N diisopropylethylamine), C(C(=O)Cl)(=O)Cl (oxalyl chloride), NC(C(=O)OCC)=NO (ethyl 2-amino-2-(hydroxyimino)acetate). The product is FC1=CC(=C(CC2=NC(=NO2)C(=O)OCC)C=C1)C(F)(F)F (ethyl 5-(4-fluoro-2-(trifluoromethyl)benzyl)-1,2,4-oxadiazole-3-carboxylate). Solvent: ClCCl (dichloromethane), CN(C)C=O (DMF), N1=CC=CC=C1 (pyridine), ClCCl (dichloromethane). Procedure: This compound was prepared according to general method 2 with (step I) 2-(4-fluoro-2-(trifluoromethyl)phenyl)acetic acid (0.420 g; 1.89 mmol) and oxalyl chloride (0.176 mL; 2.08 mmol) in dichloromethane (12 mL) with few drops of DMF and (step II) ethyl 2-amino-2-(hydroxyimino)acetate (0.250 g; 1.89 mmol) and N,N diisopropylethylamine (0.527 mL; 3.03 mmol) in dichloromethane (10 mL) and (step III) pyridine (18 mL). The crude material was purified by flash chromatography on silica (eluent 20 to 10... Reaction SMILES: [CH2:3]([O:4][P:5]([O:6][CH2:7][CH3:8])(=[O:9])[CH2:11][C:12](=[O:13])[O:14][CH2:15][CH3:16])[CH3:10].[CH3:17][c:18]1[n:19][n:20]2[c:21]([c:22]([CH:26]=[O:27])[cH:23][cH:24][cH:25]2)[n:28]1.[H-:1].[Na+:2].[O:30]1[CH2:31][CH2:32][CH2:33][CH2:34]1.[OH2:29]>>[CH:11]([C:12](=[O:13])[O:14][CH2:15][CH3:16])=[CH:26][c:22]1[c:21]2[n:20]([n:19][c:18]([CH3:17])[n:28]2)[cH:25][cH:24][cH:23]1. The product is CCOC(=O)C=Cc1cccn2nc(C)nc12. Reactants: CCOC(=O)CP(=O)(OCC)OCC, Cc1nc2c(C=O)cccn2n1, [H-], [Na+], C1CCOC1, O. The reactants are NC=1SC2=C(N1)C(=CC(=C2)[N+](=O)[O-])[N+](=O)[O-] (amino-4,6-dinitrobenzthiazole), O (water), C(C)(=O)O (acetic acid), O.NN (hydrazine hydrate). The solvent is C(C)OCCO (2-ethoxyethanol). Reaction conditions: time 1 hour. The product is N(N)C=1SC2=C(N1)C(=CC(=C2)[N+](=O)[O-])[N+](=O)[O-] (2-hydrazino-4,6-dinitrobenzthiazole). RXN SMILES: [NH2:1][C:2]1[S:3][C:4]2[CH:10]=[C:9]([N+:11]([O-:13])=[O:12])[CH:8]=[C:7]([N+:14]([O-:16])=[O:15])[C:5]=2[N:6]=1.O.[NH2:18]N.O.C(O)(=O)C>C(OCCO)C>[NH:1]([C:2]1[S:3][C:4]2[CH:10]=[C:9]([N+:11]([O-:13])=[O:12])[CH:8]=[C:7]([N+:14]([O-:16])=[O:15])[C:5]=2[N:6]=1)[NH2:18] |f:1.2|. Reported procedure: 24.0 g of amino-4,6-dinitrobenzthiazole are heated to boiling for 1 hour in 200 ml of 2-ethoxyethanol with 20 ml of hydrazine hydrate (100% purity). After cooling to room temperature, the reaction mixture is poured into a mixture of 750 ml of water and 20 ml of glacial acetic acid, stirred for 1 hour, filtered off under suction, washed with water and dried. 21.0 g of 2-hydrazino-4,6-dinitrobenzthiazole are obtained. Melting point 210°-214° C. (decomposition). After recrystallization from 2-metho... Reactants: CCO, [Na+], [OH-], CCOC(=O)c1cnc2cn[nH]c2c1Nc1cccs1. The product is c1csc(Nc2ccnc3cn[nH]c23)c1. Reaction SMILES: [CH3:23][CH2:24][OH:25].[Na+:22].[OH-:21].[s:1]1[c:2]([NH:6][c:7]2[c:8]3[c:9]([n:10][cH:11][c:12]2[C:13]([O:14][CH2:15][CH3:16])=[O:17])[cH:18][n:19][nH:20]3)[cH:3][cH:4][cH:5]1>>[s:1]1[c:2]([NH:6][c:7]2[c:8]3[c:9]([n:10][cH:11][cH:12]2)[cH:18][n:19][nH:20]3)[cH:3][cH:4][cH:5]1.